From a dataset of the Open Reaction Database (ORD), a public repository of structured organic reaction records. describe an organic reaction: reactants, conditions, products, and yield Reactants: C(#N)C1=CC=C(C(=O)N)C=C1 (4-cyanobenzamide), N1=CC=C(C=C1)C(=O)Cl (pyrid4-ylcarbonyl chloride), O (water), N1=CC=C(C=C1)C(=O)O (pyridine-4-carboxylic acid), C(C(=O)Cl)(=O)Cl (oxalyl chloride). Solvent: N1=CC=CC=C1 (pyridine). Reaction conditions: temperature 110 celsius. Yields the product ClC1=C(C=C(C=C1)NC(C1=CC=C(C=C1)C#N)=O)NC(=O)C=1C=NC=CC1 (N-[2-chloro-5-(4-cyanobenzamido)phenyl]pyridine-3-carboxamide). As a reaction SMILES: [N:1]1[CH:6]=[CH:5][C:4](C(Cl)=O)=[CH:3][CH:2]=1.[N:10]1[CH:15]=[CH:14][C:13](C(O)=O)=[CH:12][CH:11]=1.[C:19]([Cl:24])(=O)[C:20](Cl)=O.[C:25]([C:27]1[CH:35]=[CH:34][C:30]([C:31]([NH2:33])=[O:32])=[CH:29][CH:28]=1)#[N:26].[OH2:36]>N1C=CC=CC=1>[Cl:24][C:19]1[CH:20]=[CH:14][C:13]([NH:33][C:31](=[O:32])[C:30]2[CH:34]=[CH:35][C:27]([C:25]#[N:26])=[CH:28][CH:29]=2)=[CH:12][C:11]=1[NH:10][C:15]([C:5]1[CH:6]=[N:1][CH:2]=[CH:3][CH:4]=1)=[O:36]. Procedure details: A mixture of pyrid4-ylcarbonyl chloride (prepared by the reaction of pyridine-4-carboxylic acid and oxalyl chloride; 0.213 g), N-3-amino4-chlorophenyl)-4-cyanobenzamide (0.27 g) and pyridine (4 ml) was stirred and heated to 110° C. for 16 hours. After cooling, the mixture was poured into water (25 ml). The resultant precipitate was collected, washed with water and dried to give the title compound as a solid (0.32 g); NMR Spectrum: (DMSOd6) 7.58 (d, 1H), 7.75 (m, 1H), 7.85 (d, 2H), 8.01 (d, 2H), ...